From a dataset of the Open Reaction Database (ORD), a public repository of structured organic reaction records. describe an organic reaction: reactants, conditions, products, and yield Starting materials: COc1ccc2c(c1)N(CCO[Si](C)(C)C(C)(C)C)C(=O)CO2, CCCC[N+](CCCC)(CCCC)CCCC, [F-], C1CCOC1. RXN SMILES: [C:1]([Si:2]([CH3:3])([CH3:4])[O:6][CH2:7][CH2:8][N:9]1[C:10](=[O:21])[CH2:11][O:12][c:13]2[c:14]1[cH:15][c:16]([O:19][CH3:20])[cH:17][cH:18]2)([CH3:5])([CH3:22])[CH3:23].[CH2:25]([N+:26]([CH2:27][CH2:28][CH2:29][CH3:30])([CH2:31][CH2:32][CH2:33][CH3:34])[CH2:35][CH2:36][CH2:37][CH3:38])[CH2:39][CH2:40][CH3:41].[F-:24].[O:42]1[CH2:43][CH2:44][CH2:45][CH2:46]1>>[OH:6][CH2:7][CH2:8][N:9]1[C:10](=[O:21])[CH2:11][O:12][c:13]2[c:14]1[cH:15][c:16]([O:19][CH3:20])[cH:17][cH:18]2. Product: COc1ccc2c(c1)N(CCO)C(=O)CO2.